describe an organic reaction: reactants, conditions, products, and yield From a dataset of the Open Reaction Database (ORD), a public repository of structured organic reaction records. Starting materials: BrC=1C=C2C=NN(C(C2=CC1)=O)CCN1CCOCC1 (6-Bromo-2-(2-morpholinoethyl)phthalazin-1(2H)-one), Cl.O1CCN(CC1)CCCl (2-morpholinoethyl chloride hydrochloride), Cl.C(C)(C)N(CCCl)C(C)C (2-(diisopropylamino)ethyl chloride hydrochloride), COC1=CC=C(C=C)C=C1 (4-methoxystyrene), C1(=C(C=CC=C1)P(C1=C(C=CC=C1)C)C1=C(C=CC=C1)C)C (tri(o-tolyl)phosphine). Reagents/catalysts: C(C)(=O)[O-].[Pd+2].C(C)(=O)[O-] (palladium acetate). The solvent is C(C)(C)O (isopropanol), C(C)#N (acetonitrile), CS(=O)C (DMSO). Reaction conditions: temperature 60 celsius. The product is Br.COC1=CC=C(C=C1)/C=C/C=1C=C2C=NN(C(C2=CC1)=O)CCN1CCOCC1 (Trans-6-[2-(4-methoxyphenyl)ethenyl]-2-(2-morpholinoethyl)phthalazin-1(2H)-one hydrobromide). As a reaction SMILES: [Br:1][C:2]1[CH:3]=[C:4]2[C:9](=[CH:10][CH:11]=1)[C:8](=[O:12])[N:7]([CH2:13][CH2:14][N:15]1[CH2:20][CH2:19][O:18][CH2:17][CH2:16]1)[N:6]=[CH:5]2.Cl.O1CCN(CCCl)CC1.Cl.C(N(C(C)C)CCCl)(C)C.[CH3:42][O:43][C:44]1[CH:51]=[CH:50][C:47]([CH:48]=[CH2:49])=[CH:46][CH:45]=1.C1(C)C=CC=CC=1P(C1C=CC=CC=1C)C1C=CC=CC=1C>C(O)(C)C.C([O-])(=O)C.[Pd+2].C([O-])(=O)C.C(#N)C.CS(C)=O>[BrH:1].[CH3:42][O:43][C:44]1[CH:51]=[CH:50][C:47](/[CH:48]=[CH:49]/[C:2]2[CH:3]=[C:4]3[C:9](=[CH:10][CH:11]=2)[C:8](=[O:12])[N:7]([CH2:13][CH2:14][N:15]2[CH2:20][CH2:19][O:18][CH2:17][CH2:16]2)[N:6]=[CH:5]3)=[CH:46][CH:45]=1 |f:1.2,3.4,8.9.10,13.14|. Reported procedure: 6-Bromo-2-(2-morpholinoethyl)phthalazin-1(2H)-one (10.1 gm, 0.03 mole) (prepared as in Example I, except that 2-morpholinoethyl chloride hydrochloride was substituted for the 2-(diisopropylamino)ethyl chloride hydrochloride) was stirred into 16 ml DMSO plus 16 ml acetonitrile. To the resulting mixture was added 4.5 gm 4-methoxystyrene (0.033 mole), 0.1 gm tri(o-tolyl)phosphine, and 0.02 gm palladium acetate. The reaction mixture was stirred at reflux (95°-100° C.) for 24 hours. Allowed to cool t... The reactants are CC(=O)c1ccc(CBr)c(Cl)n1, CC(C)(C)OC(=O)CCN, Cl, [H-], [Na+], CN(C)C=O. Yields the product CC(=O)c1ccc(CNCCC(=O)OC(C)(C)C)c(Cl)n1. Reaction SMILES: [Br:14][CH2:15][c:16]1[cH:17][cH:18][c:19]([C:23]([CH3:24])=[O:25])[n:20][c:21]1[Cl:22].[C:2]([CH3:3])([CH3:4])([CH3:5])[O:6][C:7]([CH2:8][CH2:9][NH2:10])=[O:11].[ClH:1].[H-:13].[Na+:12].[O:26]=[CH:27][N:28]([CH3:29])[CH3:30]>>[C:2]([CH3:3])([CH3:4])([CH3:5])[O:6][C:7]([CH2:8][CH2:9][NH:10][CH2:15][c:16]1[cH:17][cH:18][c:19]([C:23]([CH3:24])=[O:25])[n:20][c:21]1[Cl:22])=[O:11]. The reactants are Cl.Cl.Cl.NCCC1=CC=CC(=N1)C=1N=C(SC1)N=C(N)N (4-[6-(2-aminoethyl)pyridin-2-yl]-2-(diaminomethyleneamino)thiazole trihydrochloride), [O-]C#N.[K+] (potassium cyanate), C([O-])([O-])=O.[K+].[K+] (potassium carbonate). The solvent is O (water). Run at time 5 hour. Yields the product NC(N)=NC=1SC=C(N1)C1=NC(=CC=C1)CCNC(=O)N (2-(diaminomethyleneamino)-4-[6-(2-ureidoethyl)pyridin-2-yl]thiazole). The yield is 44.6%. As a reaction SMILES: Cl.Cl.Cl.[NH2:4][CH2:5][CH2:6][C:7]1[N:12]=[C:11]([C:13]2[N:14]=[C:15]([N:18]=[C:19]([NH2:21])[NH2:20])[S:16][CH:17]=2)[CH:10]=[CH:9][CH:8]=1.[O-:22][C:23]#[N:24].[K+].C(=O)([O-])[O-].[K+].[K+]>O>[NH2:20][C:19](=[N:18][C:15]1[S:16][CH:17]=[C:13]([C:11]2[CH:10]=[CH:9][CH:8]=[C:7]([CH2:6][CH2:5][NH:4][C:23]([NH2:24])=[O:22])[N:12]=2)[N:14]=1)[NH2:21] |f:0.1.2.3,4.5,6.7.8|. Procedure: A mixture of 4-[6-(2-aminoethyl)pyridin-2-yl]-2-(diaminomethyleneamino)thiazole trihydrochloride (1.5 g) and potassium cyanate (0.5 g) in water (30 ml) was stirred for 5 hours at ambient temperature. The reaction mixture was adjusted to pH 9.5 with potassium carbonate and the mixture was extracted with a mixture of tetrahydrofuran and ethyl acetate. The extract layer was washed with brine, dried over magnesium sulfate and evaporated in vacuo to give 2-(diaminomethyleneamino)-4-[6-(2-ureidoethyl)... The reactants are CCN, CC(=O)O, [Ca+2], O=S(=O)([O-])[O-], CC(=O)CN1CCc2c(c(=O)oc3ccccc23)C1, C1CCOC1. The product is CCNC(C)CN1CCc2c(c(=O)oc3ccccc23)C1. As a reaction SMILES: [CH3:20][CH2:21][NH2:22].[CH3:29][C:30](=[O:31])[OH:32].[Ca+2:23].[O-:24][S:25](=[O:26])(=[O:27])[O-:28].[O:1]=[C:2]([CH2:3][N:4]1[CH2:5][c:6]2[c:7]([c:10]3[c:11]([o:12][c:13]2=[O:14])[cH:15][cH:16][cH:17][cH:18]3)[CH2:8][CH2:9]1)[CH3:19].[O:33]1[CH2:34][CH2:35][CH2:36][CH2:37]1>>[CH:2]([CH2:3][N:4]1[CH2:5][c:6]2[c:7]([c:10]3[c:11]([o:12][c:13]2=[O:14])[cH:15][cH:16][cH:17][cH:18]3)[CH2:8][CH2:9]1)([CH3:19])[NH:22][CH2:21][CH3:20]. Reactants: CO, O, c1ccc(SC2CC2)cc1. The product is O=S(=O)(c1ccccc1)C1CC1. RXN SMILES: [CH3:12][OH:13].[OH2:11].[c:1]1([S:7][CH:8]2[CH2:9][CH2:10]2)[cH:2][cH:3][cH:4][cH:5][cH:6]1>>[c:1]1([S:7]([CH:8]2[CH2:9][CH2:10]2)(=[O:11])=[O:13])[cH:2][cH:3][cH:4][cH:5][cH:6]1.